From a dataset of the Open Reaction Database (ORD), a public repository of structured organic reaction records. describe an organic reaction: reactants, conditions, products, and yield The reactants are CCOC(=O)C1(CCOC)CCNCC1, ClCCl, CC(C)(C)CS(=O)(=O)Cl, CN(C)c1ccncc1. Yields the product CCOC(=O)C1(CCOC)CCN(S(=O)(=O)CC(C)(C)C)CC1. Reaction SMILES: [CH2:1]([CH3:2])[O:3][C:4](=[O:5])[C:6]1([CH2:12][CH2:13][O:14][CH3:15])[CH2:7][CH2:8][NH:9][CH2:10][CH2:11]1.[CH2:25]([Cl:26])[Cl:27].[CH3:16][C:17]([CH2:18][S:19](=[O:20])(=[O:21])[Cl:22])([CH3:23])[CH3:24].[CH3:28][N:29]([c:30]1[cH:31][cH:32][n:33][cH:34][cH:35]1)[CH3:36]>>[CH2:1]([CH3:2])[O:3][C:4](=[O:5])[C:6]1([CH2:12][CH2:13][O:14][CH3:15])[CH2:7][CH2:8][N:9]([S:19]([CH2:18][C:17]([CH3:16])([CH3:23])[CH3:24])(=[O:20])=[O:21])[CH2:10][CH2:11]1. Run at time 20 hour. Starting materials: O[C@@H]1C[C@@H](N(C1)CCC1=CC=C(C=C1)OC)CN1C2=C(OCC3=C1C=CC=C3)C=CC=C2 ((+)-5,11-dihydro-5-[[(2R,4R)-4-hydroxy-1-(4-methoxyphenethyl)pyrrolidin-2-yl]methyl]dibenzo[b,e][1,4]oxazepine), C(C1=CC=CC=C1)(=O)O (benzoic acid), CCOC(=O)/N=N/C(=O)OCC (DEAD). Run in O1CCCC1 (tetrahydofuran), CCOCC (ether). Isolated yield 83.1%. Product: C(C1=CC=CC=C1)(=O)O[C@H]1C[C@@H](N(C1)CCC1=CC=C(C=C1)OC)CN1C2=C(OCC3=C1C=CC=C3)C=CC=C2 ((+)-5-[[(2R,4S)-4-benzoyloxy-1-(4-methoxyphenethyl)pyrrolidin-2-yl]methyl]-5,11-dihydrodibenzo[b,e][1,4]oxazepine). Procedure details: Mixture of 660 mg (1.53 mmol) of (+)-5,11-dihydro-5-[[(2R,4R)-4-hydroxy-1-(4-methoxyphenethyl)pyrrolidin-2-yl]methyl]dibenzo[b,e][1,4]oxazepine, 1.04 g (3.98 mmol), 486 mg (3.98mmol) of benzoic acid, and 693 mg (3.98 mmol) of DEAD in tetrahydofuran (15 ml) was stirred for 20 hours at room temperature. The mixture was diluted with ether and the solution was washed with saturated aqueous sodium hydrogen carbonate, water, and saturated aqueous sodium chloride, dried over anhydrous sodium sulfate, a... Reaction SMILES: [OH:1][C@H:2]1[CH2:6][N:5]([CH2:7][CH2:8][C:9]2[CH:14]=[CH:13][C:12]([O:15][CH3:16])=[CH:11][CH:10]=2)[C@@H:4]([CH2:17][N:18]2[C:24]3[CH:25]=[CH:26][CH:27]=[CH:28][C:23]=3[CH2:22][O:21][C:20]3[CH:29]=[CH:30][CH:31]=[CH:32][C:19]2=3)[CH2:3]1.[C:33](O)(=[O:40])[C:34]1[CH:39]=[CH:38][CH:37]=[CH:36][CH:35]=1.CCOC(/N=N/C(OCC)=O)=O>O1CCCC1.CCOCC>[C:33]([O:1][C@@H:2]1[CH2:6][N:5]([CH2:7][CH2:8][C:9]2[CH:14]=[CH:13][C:12]([O:15][CH3:16])=[CH:11][CH:10]=2)[C@@H:4]([CH2:17][N:18]2[C:24]3[CH:25]=[CH:26][CH:27]=[CH:28][C:23]=3[CH2:22][O:21][C:20]3[CH:29]=[CH:30][CH:31]=[CH:32][C:19]2=3)[CH2:3]1)(=[O:40])[C:34]1[CH:39]=[CH:38][CH:37]=[CH:36][CH:35]=1. Starting materials: C(CC)OC1=C(C=CC=C1)C1=NC2=C(C=CC=C2C(N1)=O)I (2-(2-n-Propoxyphenyl)-8-Iodoquinazolin-4(3H)-One), C1(=CC=CC=C1)CCC=C (4-phenyl-1-butene). Yields the product C(CC)OC1=C(C=CC=C1)C1=NC2=C(C=CC=C2C(N1)=O)C=CCCC1=CC=CC=C1 (2-(2-n-Propoxyphenyl)-8-(4-Phenyl-1-Buten-1-yl)Quinazolin-4(3H)-One). The yield is 49.9%. Reaction SMILES: [CH2:1]([O:4][C:5]1[CH:10]=[CH:9][CH:8]=[CH:7][C:6]=1[C:11]1[NH:20][C:19](=[O:21])[C:18]2[C:13](=[C:14](I)[CH:15]=[CH:16][CH:17]=2)[N:12]=1)[CH2:2][CH3:3].[C:23]1([CH2:29][CH2:30][CH:31]=[CH2:32])[CH:28]=[CH:27][CH:26]=[CH:25][CH:24]=1>>[CH2:1]([O:4][C:5]1[CH:10]=[CH:9][CH:8]=[CH:7][C:6]=1[C:11]1[NH:20][C:19](=[O:21])[C:18]2[C:13](=[C:14]([CH:32]=[CH:31][CH2:30][CH2:29][C:23]3[CH:28]=[CH:27][CH:26]=[CH:25][CH:24]=3)[CH:15]=[CH:16][CH:17]=2)[N:12]=1)[CH2:2][CH3:3]. Procedure details: The title compound is prepared analogously to the method of Example 2, starting with the compound from Example III and 4-phenyl-1-butene. The reactants are FC1=CC(=C(C=C1F)C1=CC=C(C=C1)OCC1=CC=C2C=CN(C2=C1)CCC(=O)O)OC (3-[6-(4′,5′-difluoro-2′-methoxy-biphenyl-4-yloxymethyl)-indol-1-yl]-propionic acid), C(C)OC(CN1C=CC2=C(C=CC=C12)COC1=CC=C(C=C1)C1=C(C=C(C(=C1)F)F)OC)=O ([4-(4′,5′-difluoro-2′-methoxy-biphenyl-4-yloxymethyl)-indol-1-yl]-acetic acid ethyl ester). The product is FC1=CC(=C(C=C1F)C1=CC=C(C=C1)OCC1=C2C=CN(C2=CC=C1)CC(=O)O)OC ([4-(4′,5′-Difluoro-2′-methoxy-biphenyl-4-yloxymethyl)-indol-1-yl]-acetic acid), product. The yield is 82.0%. RXN SMILES: FC1C(F)=CC(C2C=CC(OCC3C=C4C(C=CN4CCC(O)=O)=CC=3)=CC=2)=C(OC)C=1.C([O:35][C:36](=[O:65])[CH2:37][N:38]1[C:46]2[C:41](=[C:42]([CH2:47][O:48][C:49]3[CH:54]=[CH:53][C:52]([C:55]4[CH:60]=[C:59]([F:61])[C:58]([F:62])=[CH:57][C:56]=4[O:63][CH3:64])=[CH:51][CH:50]=3)[CH:43]=[CH:44][CH:45]=2)[CH:40]=[CH:39]1)C>>[F:62][C:58]1[C:59]([F:61])=[CH:60][C:55]([C:52]2[CH:53]=[CH:54][C:49]([O:48][CH2:47][C:42]3[CH:43]=[CH:44][CH:45]=[C:46]4[C:41]=3[CH:40]=[CH:39][N:38]4[CH2:37][C:36]([OH:65])=[O:35])=[CH:50][CH:51]=2)=[C:56]([O:63][CH3:64])[CH:57]=1. Procedure details: [4-(4′,5′-Difluoro-2′-methoxy-biphenyl-4-yloxymethyl)-indol-1-yl]-acetic acid was synthesized by a procedure similar to 3-[6-(4′,5′-difluoro-2′-methoxy-biphenyl-4-yloxymethyl)-indol-1-yl]-propionic acid from starting material [4-(4′,5′-difluoro-2′-methoxy-biphenyl-4-yloxymethyl)-indol-1-yl]-acetic acid ethyl ester to yield the product as a white solid (23 mg, 82%). LC-MS (ES) calculated for C24H19F2NO4, 423.1; found m/z 424 [M+H]+. The reactants are CC1=CC=C(C=C1)P(C1=CC=C(C=C1)C)C1=CC=C(C=C1)C (tris(4-methylphenyl)phosphine), S(=O)(=O)(OC)C1=CC=C(C)C=C1 (methyl tosylate). The product is S(=O)(=O)([O-])C1=CC=C(C)C=C1.C[P+](C1=CC=C(C=C1)C)(C1=CC=C(C=C1)C)C1=CC=C(C=C1)C (Methyltris(4-methylphenyl)phosphonium tosylate). Isolated yield 62.0%. Reaction SMILES: [CH3:1][C:2]1[CH:7]=[CH:6][C:5]([P:8]([C:16]2[CH:21]=[CH:20][C:19]([CH3:22])=[CH:18][CH:17]=2)[C:9]2[CH:14]=[CH:13][C:12]([CH3:15])=[CH:11][CH:10]=2)=[CH:4][CH:3]=1.[S:23]([C:28]1[CH:34]=[CH:33][C:31]([CH3:32])=[CH:30][CH:29]=1)([O:26][CH3:27])(=[O:25])=[O:24]>>[S:23]([C:28]1[CH:34]=[CH:33][C:31]([CH3:32])=[CH:30][CH:29]=1)([O-:26])(=[O:25])=[O:24].[CH3:27][P+:8]([C:5]1[CH:4]=[CH:3][C:2]([CH3:1])=[CH:7][CH:6]=1)([C:16]1[CH:21]=[CH:20][C:19]([CH3:22])=[CH:18][CH:17]=1)[C:9]1[CH:14]=[CH:13][C:12]([CH3:15])=[CH:11][CH:10]=1 |f:2.3|. Reported procedure: A mixture of 2.38 g (7.82 mmol) of tris(4-methylphenyl)phosphine and 1.53 g (8.22 mmol) of methyl tosylate were allowed to react for 1 hr at 130° C. A total of 2.38 g (4.85 mmol, 62.0%) of product was obtained, which was further purified by recrystallizatin from 97:3 toluene-ethanol. Analyses: mp 103.4°-137.1° C. The reactants are Brc1ccc2[nH]ccc2c1, CCCC[N+](CCCC)(CCCC)CCCC, Cc1ccccc1, [K+], [OH-], O=S(=O)([O-])O, Cc1ccc(S(=O)(=O)Cl)cc1. Yields the product Cc1ccc(S(=O)(=O)n2ccc3cc(Br)ccc32)cc1. As a reaction SMILES: [Br:1][c:2]1[cH:3][c:4]2[cH:5][cH:6][nH:7][c:8]2[cH:9][cH:10]1.[CH2:29]([N+:30]([CH2:31][CH2:32][CH2:33][CH3:34])([CH2:35][CH2:36][CH2:37][CH3:38])[CH2:39][CH2:40][CH2:41][CH3:42])[CH2:43][CH2:44][CH3:45].[CH3:46][c:47]1[cH:48][cH:49][cH:50][cH:51][cH:52]1.[K+:23].[OH-:22].[S:24]([O-:25])([OH:26])(=[O:27])=[O:28].[c:11]1([CH3:21])[cH:12][cH:13][c:14]([S:17](=[O:18])(=[O:19])[Cl:20])[cH:15][cH:16]1>>[Br:1][c:2]1[cH:3][c:4]2[cH:5][cH:6][n:7]([S:17]([c:14]3[cH:13][cH:12][c:11]([CH3:21])[cH:16][cH:15]3)(=[O:18])=[O:19])[c:8]2[cH:9][cH:10]1. Reactants: C(C)OC(CBr)=O (Ethylbromoacetate), C(C1=CC=CC=C1)OC1=CC=C(C=C1)O (4-benzyloxyphenol), C(=O)([O-])[O-].[K+].[K+] (K2CO3). Run in CN(C)C=O (DMF). Run at time 20 hour. Yields the product C(C)OC(COC1=CC=C(C=C1)OCC1=CC=CC=C1)=O (Ethyl-4-benzyloxyphenoxyacetate). As a reaction SMILES: [CH2:1]([O:3][C:4](=[O:7])[CH2:5]Br)[CH3:2].[CH2:8]([O:15][C:16]1[CH:21]=[CH:20][C:19]([OH:22])=[CH:18][CH:17]=1)[C:9]1[CH:14]=[CH:13][CH:12]=[CH:11][CH:10]=1.C([O-])([O-])=O.[K+].[K+]>CN(C=O)C>[CH2:1]([O:3][C:4](=[O:7])[CH2:5][O:22][C:19]1[CH:18]=[CH:17][C:16]([O:15][CH2:8][C:9]2[CH:10]=[CH:11][CH:12]=[CH:13][CH:14]=2)=[CH:21][CH:20]=1)[CH3:2] |f:2.3.4|. Reported procedure: Ethylbromoacetate (4.17 g, 25 mmol) was added to a mixture of 4-benzyloxyphenol (5.00 g, 25 mmol) and K2CO3 (3.50 g, 25 mmol) in DMF (75 mL) and stirred for 20 hours at ambient temperature. The mixture was then concentrated in vacuo and the residue partitioned between water and EtOAc. The aqueous phase was further extracted with 2×50 mL of EtOAc and the combined extracts were washed with 2×50 mL of water and dried over Na2SO4. Concentration of the organic solution in vacuo left 7.00 g (97%) of p... The reactants are O (water), CC1(OC2=CC(=CC=C2C(=C1)C1=CC2=CC=C(C=C2C=C1)OC)O)C (2,2-dimethyl-7-hydroxy-4(6-methoxy-2-naphthyl)-2H-chromene), [H-].[Na+] (sodium hydride), CN(CCCl)C (2-dimethylaminoethyl chloride). Run in C1(=CC=CC=C1)C (toluene), CCOCC (ether). Product: CC1(OC2=CC(=CC=C2C(=C1)C1=CC2=CC=C(C=C2C=C1)OC)OCCN(C)C)C (2,2-dimethyl-7-(2-dimethylaminoethoxy)-4(6-methoxy-2-naphthyl)-2H-chromene). As a reaction SMILES: [CH3:1][C:2]1([CH3:25])[CH:11]=[C:10]([C:12]2[CH:21]=[CH:20][C:19]3[C:14](=[CH:15][CH:16]=[C:17]([O:22][CH3:23])[CH:18]=3)[CH:13]=2)[C:9]2[C:4](=[CH:5][C:6]([OH:24])=[CH:7][CH:8]=2)[O:3]1.[H-].[Na+].[CH3:28][N:29]([CH3:33])[CH2:30][CH2:31]Cl.O>C1(C)C=CC=CC=1.CCOCC>[CH3:1][C:2]1([CH3:25])[CH:11]=[C:10]([C:12]2[CH:21]=[CH:20][C:19]3[C:14](=[CH:15][CH:16]=[C:17]([O:22][CH3:23])[CH:18]=3)[CH:13]=2)[C:9]2[C:4](=[CH:5][C:6]([O:24][CH2:31][CH2:30][N:29]([CH3:33])[CH3:28])=[CH:7][CH:8]=2)[O:3]1 |f:1.2|. Procedure details: To a refluxing solution of 2,2-dimethyl-7-hydroxy-4(6-methoxy-2-naphthyl)-2H-chromene (6.4 g, 0.019 mole) and sodium hydride (1.4 g, 80% dispersion in oil) in toluene (150 ml) was added dropwise 2-dimethylaminoethyl chloride (2.7 g, 0.025 mole). After refluxing for 3 hours the solution was cooled and water added. The organic layer was separated and removal of the solvent gave a residue which dissolved in ether and extracted with dilute hydrochloric acid (3×). The combined acid extracts were basi... The yield is 52.2%. Reported procedure: To a solution of 0.11 mole of butyl lithium in 68 ml of hexane and 150 ml of tetrahydrofuran was added a solution of 15.80 g of 3-bromopyridine in 20 ml of tetrahydrofuran at -78° C. After stirring for 30 minutes at -78° C., a solution of 24.63 g of N-(2-diethylaminoethyl)phthalimide in 30 ml of tetrahydrofuran was added to the mixture. After stirring at -78° C. for 1 hour, a solution of 6.61 g of acetic acid in 30 ml of tetrahydrofuran was added, and the mixture was concentrated under reduced p... Reactants: C(CCC)[Li] (butyl lithium), BrC=1C=NC=CC1 (3-bromopyridine), C(C)N(CCN1C(C=2C(C1=O)=CC=CC2)=O)CC (N-(2-diethylaminoethyl)phthalimide), C(C)(=O)O (acetic acid). Product: C(C)N(CCN1C(C2=CC=CC=C2C1(C=1C=NC=CC1)O)=O)CC (2-(2 -diethylaminoethyl)-3-hydroxy-3-(3-pyridyl)isoindolin-1-one). As a reaction SMILES: C([Li])CCC.Br[C:7]1[CH:8]=[N:9][CH:10]=[CH:11][CH:12]=1.[CH2:13]([N:15]([CH2:29][CH3:30])[CH2:16][CH2:17][N:18]1[C:22](=[O:23])[C:21]2=[CH:24][CH:25]=[CH:26][CH:27]=[C:20]2[C:19]1=[O:28])[CH3:14].C(O)(=O)C>CCCCCC.O1CCCC1.C(N(CC)CC)C.C(OCC)(=O)C>[CH2:29]([N:15]([CH2:13][CH3:14])[CH2:16][CH2:17][N:18]1[C:22]([OH:23])([C:7]2[CH:8]=[N:9][CH:10]=[CH:11][CH:12]=2)[C:21]2[C:20](=[CH:27][CH:26]=[CH:25][CH:24]=2)[C:19]1=[O:28])[CH3:30]. Conditions: temperature -78 celsius, time 30 minute. The solvent is CCCCCC (hexane), O1CCCC1 (tetrahydrofuran), O1CCCC1 (tetrahydrofuran), C(C)(=O)OCC (ethyl acetate), C(C)N(CC)CC (triethylamine), O1CCCC1 (tetrahydrofuran), O1CCCC1 (tetrahydrofuran). Reactants: Cl.CS(=O)(=O)NC1=CC=C(C(=O)C2CCNCC2)C=C1 (4-(4-methylsulfonylaminobenzoyl)piperidine hydrochloride), CN(C=O)C (dimethylformamide), C(O)([O-])=O.[Na+] (sodium hydrogencarbonate), Cl.ClCCCC1=CC=NC=C1 (4-(3-chloropropyl)pyridine hydrochloride), [I-].[K+] (potassium iodide). Reaction conditions: temperature 85 celsius, time 40 minute. The product is Cl.Cl.CS(=O)(=O)NC1=CC=C(C(=O)C2N(CCCC2)CCCC2=CC=NC=C2)C=C1 (4-Methylsulfonylaminobenzoyl-1-[3-(4-pyridyl)-propyl]piperidine dihydrochloride). Isolated yield 66.0%. Reaction SMILES: [ClH:1].[CH3:2][S:3]([NH:6][C:7]1[CH:20]=[CH:19][C:10]([C:11]([CH:13]2[CH2:18][CH2:17]NCC2)=[O:12])=[CH:9][CH:8]=1)(=[O:5])=[O:4].[C:21](=O)([O-])O.[Na+].Cl.[Cl:27][CH2:28][CH2:29][CH2:30][C:31]1[CH:36]=[CH:35][N:34]=[CH:33][CH:32]=1.[I-].[K+].C[N:40]([CH3:43])C=O>>[ClH:27].[ClH:1].[CH3:2][S:3]([NH:6][C:7]1[CH:8]=[CH:9][C:10]([C:11]([CH:13]2[CH2:18][CH2:17][CH2:21][CH2:43][N:40]2[CH2:28][CH2:29][CH2:30][C:31]2[CH:36]=[CH:35][N:34]=[CH:33][CH:32]=2)=[O:12])=[CH:19][CH:20]=1)(=[O:4])=[O:5] |f:0.1,2.3,4.5,6.7,9.10.11|. Procedure details: 0.295 g (0.926 mmol) of 4-(4-methylsulfonylaminobenzoyl)piperidine hydrochloride and 0.380 g (4.52 mmol) of sodium hydrogencarbonate were suspended in 4 ml of dimethylformamide and the suspension was stirred at 85° C. for 40 min. 0.20 g (1.04 mmol) of 4-(3-chloropropyl)pyridine hydrochloride and 0.31 g (1.87 mmol) of potassium iodide were added to the suspension and the mixture was stirred at 85° C. for 1.5 h. The liquid reaction mixture was filtered and the filtrate was concentrated. The obtain...